This data is from the Open Reaction Database (ORD), a public repository of structured organic reaction records. The task is: describe an organic reaction: reactants, conditions, products, and yield Starting materials: O=C([O-])[O-], C1COCCN1, COC(=O)c1cc(I)ccc1OC, [Cs+], [Cs+], C1COCCO1. Yields the product COC(=O)c1cc(N2CCOCC2)ccc1OC. As a reaction SMILES: [C:20](=[O:21])([O-:22])[O-:23].[CH2:14]1[CH2:15][O:16][CH2:17][CH2:18][NH:19]1.[CH3:1][O:2][C:3]([c:4]1[c:5]([O:11][CH3:12])[cH:6][cH:7][c:8]([I:10])[cH:9]1)=[O:13].[Cs+:24].[Cs+:25].[O:26]1[CH2:27][CH2:28][O:29][CH2:30][CH2:31]1>>[CH3:1][O:2][C:3]([c:4]1[c:5]([O:11][CH3:12])[cH:6][cH:7][c:8]([N:19]2[CH2:14][CH2:15][O:16][CH2:17][CH2:18]2)[cH:9]1)=[O:13]. Starting materials: CN1C=C(C(C(=C1)C1=CC(=CC=C1)C(F)(F)F)=S)C1=CC=CC=C1 (1-methyl-3-phenyl-5-(3-trifluoromethylphenyl)-4(1H)-pyridinethione), C(C1=CC=CC=C1)Cl (benzyl chloride). Run in C1=CC=CC=C1 (benzene). The product is [Cl-].C(C1=CC=CC=C1)SC1=C(C=[N+](C=C1C1=CC(=CC=C1)C(F)(F)F)C)C1=CC=CC=C1 (4-benzylthio-1-methyl-3-phenyl-5-(3-trifluoromethylphenyl)-pyridinium chloride). RXN SMILES: [CH3:1][N:2]1[CH:7]=[C:6]([C:8]2[CH:13]=[CH:12][CH:11]=[C:10]([C:14]([F:17])([F:16])[F:15])[CH:9]=2)[C:5](=[S:18])[C:4]([C:19]2[CH:24]=[CH:23][CH:22]=[CH:21][CH:20]=2)=[CH:3]1.[CH2:25]([Cl:32])[C:26]1[CH:31]=[CH:30][CH:29]=[CH:28][CH:27]=1>C1C=CC=CC=1>[Cl-:32].[CH2:25]([S:18][C:5]1[C:6]([C:8]2[CH:13]=[CH:12][CH:11]=[C:10]([C:14]([F:17])([F:15])[F:16])[CH:9]=2)=[CH:7][N+:2]([CH3:1])=[CH:3][C:4]=1[C:19]1[CH:24]=[CH:23][CH:22]=[CH:21][CH:20]=1)[C:26]1[CH:31]=[CH:30][CH:29]=[CH:28][CH:27]=1 |f:3.4|. Reported procedure: A mixture of 2.0 g. of 1-methyl-3-phenyl-5-(3-trifluoromethylphenyl)-4(1H)-pyridinethione and 10 ml. of benzyl chloride in benzene was heated under reflux for 6 hours. The mixture was cooled and the benzene was removed in vacuo. The residue was put on a silica gel column in benzene and the column was flushed with benzene. The product was then removed from the column with denatured ethanol. The ethanol was removed and the residue was crystallized from ether yielding 0.7 g. of 4-benzylthio-1-methy...